This data is from the Open Reaction Database (ORD), a public repository of structured organic reaction records. The task is: describe an organic reaction: reactants, conditions, products, and yield Product: CC(=CC(=O)O)\C=C/CC(CCCC(C)C)C (cis 3,7,11-trimethyldodeca-2,4-dienoic acid). Run in O (water), O (water). Procedure details: A mixture of 1 g. of trans/cis methyl 3,7,11-trimethyldodeca-2,4-dienoate, 60 ml. of methanol, 0.5 g. of sodium hydroxide and 6 ml. of water is stirred at about 30° for about 56 hours. The mixture is then diluted with water, neutralized and extracted with ether. The organic phase is washed with water, dried over sodium sulfate and evaporated to yield trans/cis 3,7,11-trimethyldodeca-2,4-dienoic acid. Reactants: CC(=CC(=O)OC)\C=C/CC(CCCC(C)C)C (cis methyl 3,7,11-trimethyldodeca-2,4-dienoate), CO (methanol), [OH-].[Na+] (sodium hydroxide). As a reaction SMILES: [CH3:1][C:2](/[CH:8]=[CH:9]\[CH2:10][CH:11]([CH3:18])[CH2:12][CH2:13][CH2:14][CH:15]([CH3:17])[CH3:16])=[CH:3][C:4]([O:6]C)=[O:5].CO.[OH-].[Na+]>O>[CH3:1][C:2](/[CH:8]=[CH:9]\[CH2:10][CH:11]([CH3:18])[CH2:12][CH2:13][CH2:14][CH:15]([CH3:17])[CH3:16])=[CH:3][C:4]([OH:6])=[O:5] |f:2.3|. Reactants: NC(C(C1=C(C=CC=C1Cl)Cl)C1=CC=C(N=N1)SC1=C(CNC(C2=CC(=CC(=C2)N2CCOCC2)F)=O)C=CC=C1)=O (N-[2-({6-[2-amino-1-(2,6-dichlorophenyl)-2-oxoethyl]pyridazin-3-yl}sulfanyl)benzyl]-3-fluoro-5-(morpholin-4-yl)benzamide), CN(C)C(OC)OC (DMF-DMA). Solvent: C1(=CC=CC=C1)C (toluene). Run at temperature 100 celsius. Yields the product ClC1=C(C(=CC=C1)Cl)C=1C(N=CN2N=C(C=CC21)SC2=C(CNC(C1=CC(=CC(=C1)N1CCOCC1)F)=O)C=CC=C2)=O (N-(2-{[5-(2,6-Dichlorophenyl)-6-oxo-6H-pyrimido[1,6-b]pyridazin-2-yl]sulfanyl}benzyl)-3-fluoro-5-(morpholin-4-yl)benzamide). Yield: 83.4%. RXN SMILES: [NH2:1][C:2](=[O:42])[CH:3]([C:12]1[N:17]=[N:16][C:15]([S:18][C:19]2[CH:41]=[CH:40][CH:39]=[CH:38][C:20]=2[CH2:21][NH:22][C:23](=[O:37])[C:24]2[CH:29]=[C:28]([N:30]3[CH2:35][CH2:34][O:33][CH2:32][CH2:31]3)[CH:27]=[C:26]([F:36])[CH:25]=2)=[CH:14][CH:13]=1)[C:4]1[C:9]([Cl:10])=[CH:8][CH:7]=[CH:6][C:5]=1[Cl:11].[CH3:43]N(C(OC)OC)C>C1(C)C=CC=CC=1>[Cl:10][C:9]1[CH:8]=[CH:7][CH:6]=[C:5]([Cl:11])[C:4]=1[C:3]1[C:2](=[O:42])[N:1]=[CH:43][N:17]2[C:12]=1[CH:13]=[CH:14][C:15]([S:18][C:19]1[CH:41]=[CH:40][CH:39]=[CH:38][C:20]=1[CH2:21][NH:22][C:23](=[O:37])[C:24]1[CH:29]=[C:28]([N:30]3[CH2:31][CH2:32][O:33][CH2:34][CH2:35]3)[CH:27]=[C:26]([F:36])[CH:25]=1)=[N:16]2. Procedure details: A solution of N-[2-({6-[2-amino-1-(2,6-dichlorophenyl)-2-oxoethyl]pyridazin-3-yl}sulfanyl)benzyl]-3-fluoro-5-(morpholin-4-yl)benzamide (91 mg, 0.145 mmol) in toluene (4 mL) under an argon atmosphere was treated with DMF-DMA (0.042 mL, 0.315 mmol). The mixture was heated at 100° C. for 1.75 h, then cooled to RT and the precipitate separated by filtration to afford the title compound (77 mg, 84%) as a yellow powder. LCMS (Method 3): Rt 9.8 min, m/z 636 [MH+]. 1H NMR (400 MHz, DMSO-d6): 9.01 (1H, t... The reactants are N1CC(CC1)O (pyrrolidin-3-ol), FC1=CC=C(C(=O)OCC)C=C1 (ethyl 4-fluorobenzoate), CS(=O)C (DMSO). Run in O (water). Reaction conditions: temperature 110 celsius, time 20 hour. Yields the product OC1CN(CC1)C1=CC=C(C(=O)OCC)C=C1 (ethyl 4-(3-hydroxypyrrolidin-1-yl)benzoate). The yield is 56.3%. As a reaction SMILES: [NH:1]1[CH2:5][CH2:4][CH:3]([OH:6])[CH2:2]1.F[C:8]1[CH:18]=[CH:17][C:11]([C:12]([O:14][CH2:15][CH3:16])=[O:13])=[CH:10][CH:9]=1.CS(C)=O>O>[OH:6][CH:3]1[CH2:4][CH2:5][N:1]([C:8]2[CH:18]=[CH:17][C:11]([C:12]([O:14][CH2:15][CH3:16])=[O:13])=[CH:10][CH:9]=2)[CH2:2]1. Reported procedure: To a seal tube was added pyrrolidin-3-ol (1 gm, 11.48 mmol), ethyl 4-fluorobenzoate (2.90 gm, 17.22 mmol) and DMSO (20 ml). The reaction was stirred at 110° C. for 20 hrs. After this time, the reaction was diluted with water (50 ml). The resulting solution was extracted with EtOAc (2×50 ml). The combined organics were washed with saturated NaHCO3 (50 ml), water (50 ml) and saturated aqueous NaCl (50 ml). The organic layer was separated, dried over MgSO4, filtered and concentrated. The resulting ... The reactants are ClCC(=C)C (3-chloro-2-methylpropene), C(C)(C)C(C=O)=C (2-ISOPROPYLACROLEIN), [Mg] (magnesium), O1CCCC1 (tetrahydrofuran). Run in C1(=CC=CC=C1)C (toluene). Conditions: time 4 hour. The product is CC(=C)CC(C(C(C)C)=C)O (2,6-dimethyl-5-methylene-1-hepten-4-ol). Isolated yield 73.8%. As a reaction SMILES: [Mg].O1CCCC1.Cl[CH2:8][C:9]([CH3:11])=[CH2:10].[CH:12]([C:15](=[CH2:18])[CH:16]=[O:17])([CH3:14])[CH3:13]>C1(C)C=CC=CC=1>[CH3:11][C:9]([CH2:8][CH:16]([OH:17])[C:15](=[CH2:18])[CH:12]([CH3:14])[CH3:13])=[CH2:10]. Procedure: A mixture of magnesium turnings (146 grams) and tetrahydrofuran (2,000 grams) is heated to reflux with vigorous agitation. To this mixture is added a mixture of 3-chloro-2-methylpropene (500 grams), toluene (75 grams), and 3-methyl-2-methylenebutanal (500 grams prepared according to Example I), at such a rate as to maintain reflux. The addition requires approximately four hours. The mass is stirred at reflux for 30 minutes and is then cooled to room temperature and quenched into excess ice cold ... Reactants: FC1=CC=C(C=C1)N(CCCC(=O)OC)CCO (methyl 4-[(4-fluorophenyl)(2-hydroxyethyl)amino]butanoate), C(O)(O)=O.NNC(=N)N (aminoguanidine bicarbonate), N1=CC=CC=C1 (pyridine), C(O)(O)=O.NNC(=N)N (aminoguanidine bicarbonate). The solvent is C(Cl)(Cl)Cl.CO.C(C)(=O)O (chloroform methanol acetic acid). Conditions: temperature 125 celsius. Product: NC1=NC(=NN1)CCCN(CCO)C1=CC=C(C=C1)F (2-{[3-(5-Amino-1H-1,2,4-triazol-3-yl)propyl](4-fluorophenyl)amino}ethan-1-ol). Yield: 45.7%. As a reaction SMILES: [F:1][C:2]1[CH:7]=[CH:6][C:5]([N:8]([CH2:16][CH2:17][OH:18])[CH2:9][CH2:10][CH2:11][C:12](OC)=O)=[CH:4][CH:3]=1.C(=O)(O)O.[NH2:23][NH:24][C:25]([NH2:27])=[NH:26].N1C=CC=CC=1>C(Cl)(Cl)Cl.CO.C(O)(=O)C>[NH2:27][C:25]1[NH:24][N:23]=[C:12]([CH2:11][CH2:10][CH2:9][N:8]([C:5]2[CH:6]=[CH:7][C:2]([F:1])=[CH:3][CH:4]=2)[CH2:16][CH2:17][OH:18])[N:26]=1 |f:1.2,4.5.6|. Procedure details: A mixture of methyl 4-[(4-fluorophenyl)(2-hydroxyethyl)amino]butanoate (1.1 g, 4.31 mmol), aminoguanidine bicarbonate (1.47 g, 10.78 mmol), and pyridine (12 mL) was added to a 200 mL RBF with a magnetic stirring bar. The flask was fitted with a condenser and heated to 125° C. using an oil bath. Progress of the reaction was monitored by TLC using chloroform:methanol: acetic acid (9:1:0.2) (Rf starting material=0.8, Rf product=0.1). During the course of heating, additional portions of aminoguanidi... Product: C(C1=CC=CC=C1)C1=C(N=C(S1)C1=C(C=CC(=C1)F)F)[C@@H](C(C)(C)C)N(C(=O)[C@H]1OCCC1)C[C@@H]1CN(C[C@@H]1F)C(=O)OCC1=CC=CC=C1 ((3R,4R)-benzyl 3-(((S)-N-((R)-1-(5-benzyl-2-(2,5-difluorophenyl)thiazol-4-yl)-2,2-dimethylpropyl)tetrahydrofuran-2-carboxamido)methyl)-4-fluoropyrrolidine-1-carboxylate). Reactants: C(C1=CC=CC=C1)C1=C(N=C(S1)C1=C(C=CC(=C1)F)F)[C@@H](C(C)(C)C)NC[C@@H]1CN(C[C@@H]1F)C(=O)OCC1=CC=CC=C1 ((3R,4R)-benzyl 3-(((R)-1-(5-benzyl-2-(2,5-difluorophenyl)thiazol-4-yl)-2,2-dimethylpropylamino)methyl)-4-fluoropyrrolidine-1-carboxylate), C(C)(C)N(C(C)C)CC (N,N-diisopropylethylamine), O1[C@@H](CCC1)C(=O)O ((S)-(−)-2-tetrahydrofuroic acid). Reaction conditions: time 8 hour. Solvent: S(=O)(Cl)Cl (thionyl chloride). Yield: 64.4%. Procedure details: The solution of (S)-(−)-2-tetrahydrofuroic acid (50 mg, 0.43 mmol) in thionyl chloride (0.5 mL) was refluxed for 30 min, and the volatile materials were completely concentrated in vacuo. The crude product was then dissolved in dichloromethane (0.3 mL), which was then added to a solution of (3R,4R)-benzyl 3-(((R)-1-(5-benzyl-2-(2,5-difluorophenyl)thiazol-4-yl)-2,2-dimethylpropylamino)methyl)-4-fluoropyrrolidine-1-carboxylate (40 mg, 0.066 mmol) and N,N-diisopropylethylamine (34 μL, 0.197 mmol). A... As a reaction SMILES: [O:1]1[CH2:5][CH2:4][CH2:3][C@H:2]1[C:6]([OH:8])=O.[CH2:9]([C:16]1[S:20][C:19]([C:21]2[CH:26]=[C:25]([F:27])[CH:24]=[CH:23][C:22]=2[F:28])=[N:18][C:17]=1[C@H:29]([NH:34][CH2:35][C@H:36]1[C@@H:40]([F:41])[CH2:39][N:38]([C:42]([O:44][CH2:45][C:46]2[CH:51]=[CH:50][CH:49]=[CH:48][CH:47]=2)=[O:43])[CH2:37]1)[C:30]([CH3:33])([CH3:32])[CH3:31])[C:10]1[CH:15]=[CH:14][CH:13]=[CH:12][CH:11]=1.C(N(CC)C(C)C)(C)C>S(Cl)(Cl)=O>[CH2:9]([C:16]1[S:20][C:19]([C:21]2[CH:26]=[C:25]([F:27])[CH:24]=[CH:23][C:22]=2[F:28])=[N:18][C:17]=1[C@H:29]([N:34]([CH2:35][C@H:36]1[C@@H:40]([F:41])[CH2:39][N:38]([C:42]([O:44][CH2:45][C:46]2[CH:47]=[CH:48][CH:49]=[CH:50][CH:51]=2)=[O:43])[CH2:37]1)[C:6]([C@@H:2]1[CH2:3][CH2:4][CH2:5][O:1]1)=[O:8])[C:30]([CH3:33])([CH3:32])[CH3:31])[C:10]1[CH:15]=[CH:14][CH:13]=[CH:12][CH:11]=1. Reactants: C1(=CC=CC=C1)OC(=O)N1CC(NC2=C(C1)C=C(C(=C2)F)F)=O (7,8-difluoro-2-oxo-1,2,3,5-tetrahydro-benzo[e][1,4]diazepine-4-carboxylic acid phenyl ester). The reagents and catalysts are [Pd] (Pd/C). The solvent is CO (MeOH). Conditions: time 5 hour. The product is FC1=CC2=C(NC(CNC2)=O)C=C1F (7,8-difluoro-1,3,4,5-tetrahydro-benzo[e][1,4]diazepin-2-one), solid. Isolated yield 80.0%. Reaction SMILES: C1(OC([N:10]2[CH2:16][C:15]3[CH:17]=[C:18]([F:22])[C:19]([F:21])=[CH:20][C:14]=3[NH:13][C:12](=[O:23])[CH2:11]2)=O)C=CC=CC=1>CO.[Pd]>[F:22][C:18]1[C:19]([F:21])=[CH:20][C:14]2[NH:13][C:12](=[O:23])[CH2:11][NH:10][CH2:16][C:15]=2[CH:17]=1. Reported procedure: To a solution of (7,8-difluoro-2-oxo-1,2,3,5-tetrahydro-benzo[e][1,4]diazepine-4-carboxylic acid phenyl ester) (2.64 g, 6.15 mmol) in MeOH (30 mL), was added 10% Pd/C (200 mg, 20% w/w) under argon; The reaction was stirred at r.t. for 5 h under hydrogen atmosphere. After completion of the reaction as confirmed by TLC, the reaction mixture was filtered through celite bed and washings were given with EtOAc and MeOH. The solvents were removed in vacuo to afford the crude compound which was purified... Starting materials: CCOC(C)=O, CS(C)=O, NC1CC1, O, COc1cc2nccc(Oc3ccc(NC(=O)Oc4ccccc4)c(F)c3)c2cc1C(N)=O. Yields the product COc1cc2nccc(Oc3ccc(NC(=O)NC4CC4)c(F)c3)c2cc1C(N)=O. As a reaction SMILES: [CH3:43][CH2:44][O:45][C:46](=[O:47])[CH3:48].[CH3:5][S:6]([CH3:7])=[O:8].[CH:1]1([NH2:4])[CH2:2][CH2:3]1.[OH2:42].[c:9]1([O:15][C:16](=[O:10])[NH:17][c:18]2[c:19]([F:40])[cH:20][c:21]([O:24][c:25]3[cH:26][cH:27][n:28][c:29]4[cH:30][c:31]([O:38][CH3:39])[c:32]([C:35]([NH2:36])=[O:37])[cH:33][c:34]34)[cH:22][cH:23]2)[cH:11][cH:12][cH:13][cH:14][cH:41]1>>[CH:1]1([NH:4][C:16](=[O:15])[NH:17][c:18]2[c:19]([F:40])[cH:20][c:21]([O:24][c:25]3[cH:26][cH:27][n:28][c:29]4[cH:30][c:31]([O:38][CH3:39])[c:32]([C:35]([NH2:36])=[O:37])[cH:33][c:34]34)[cH:22][cH:23]2)[CH2:2][CH2:3]1.